Dataset: the Open Reaction Database (ORD), a public repository of structured organic reaction records. Task: describe an organic reaction: reactants, conditions, products, and yield The reactants are C(C)(=O)C=1C=NC2=CC(=CC=C2C1O)C1CCCCC1 (3-acetyl-4-hydroxy-7-cyclohexylquinoline), Cl[O-] (hypochlorite). Solvent: O1CCOCC1 (dioxane). Run at time 45 minute. Product: C1(CCCCC1)C1=CC=C2C(=C(C=NC2=C1)C(=O)O)O (7-Cyclohexyl-4-hydroxy-quinoline-3-carboxylic acid). As a reaction SMILES: [C:1]([C:4]1[CH:5]=[N:6][C:7]2[C:12]([C:13]=1[OH:14])=[CH:11][CH:10]=[C:9]([CH:15]1[CH2:20][CH2:19][CH2:18][CH2:17][CH2:16]1)[CH:8]=2)(=[O:3])C.Cl[O-:22]>O1CCOCC1>[CH:15]1([C:9]2[CH:8]=[C:7]3[C:12]([C:13]([OH:14])=[C:4]([C:1]([OH:22])=[O:3])[CH:5]=[N:6]3)=[CH:11][CH:10]=2)[CH2:20][CH2:19][CH2:18][CH2:17][CH2:16]1. Procedure details: 10 g of powdered 3-acetyl-4-hydroxy-7-cyclohexylquinoline are added to a solution of 10 ml of dioxane and 10 g of a freshly prepared hypochlorite solution at room temperature. After 45 minutes, the unconverted acetyl compound is washed out with chloroform. The aqueous solution is acidified with 10% strength hydrochloric acid. The product which precipitates is washed with water and then dried. 7-Cyclohexyl-4-hydroxy-quinoline-3-carboxylic acid of melting point 241°-43°C is obtained. Starting materials: C(C1=CC=CC=C1)N(CC1=CC=CC=C1)[C@H](C=O)[C@H](CC)C ((2S,3S)-2-(N,N-Dibenzylamino)-3-methylpentanal), BrCCCCCCCCCCCCCCC (1-bromopentadecane). The product is C(C1=CC=CC=C1)N(CC1=CC=CC=C1)[C@@H]([C@H](CC)C)[C@@H](CCCCCCCCCCCCCCC)O ((3S,4S,5R)-4-(N,N-Dibenzylamino)-3-methyl-5-eicosanol), oil. Yield: 60.0%. Reaction SMILES: [CH2:1]([N:8]([C@@H:16]([C@@H:19]([CH3:22])[CH2:20][CH3:21])[CH:17]=[O:18])[CH2:9][C:10]1[CH:15]=[CH:14][CH:13]=[CH:12][CH:11]=1)[C:2]1[CH:7]=[CH:6][CH:5]=[CH:4][CH:3]=1.Br[CH2:24][CH2:25][CH2:26][CH2:27][CH2:28][CH2:29][CH2:30][CH2:31][CH2:32][CH2:33][CH2:34][CH2:35][CH2:36][CH2:37][CH3:38]>>[CH2:9]([N:8]([C@H:16]([C@H:17]([OH:18])[CH2:38][CH2:37][CH2:36][CH2:35][CH2:34][CH2:33][CH2:32][CH2:31][CH2:30][CH2:29][CH2:28][CH2:27][CH2:26][CH2:25][CH3:24])[C@@H:19]([CH3:22])[CH2:20][CH3:21])[CH2:1][C:2]1[CH:7]=[CH:6][CH:5]=[CH:4][CH:3]=1)[C:10]1[CH:15]=[CH:14][CH:13]=[CH:12][CH:11]=1. Procedure: According to the method of Example 26, from aldehyde 17 (470 mg, 1.59 mmol) and 1-bromopentadecane (0.63 mL, 3.18 mmol), alcohol 71 was obtained as a colorless oil (499 mg, 60% yield). Reactants: COc1ccc(CN(Cc2ccc(OC)cc2)c2ncc(-c3nc(N4CCOCC4)nc4c3CCN4c3ccc(C(=O)O)cc3)cn2)cc1, CN1CCNCC1, COc1ccc(CN(Cc2ccc(OC)cc2)c2ncc(-c3nc(N4CCOCC4)nc4c3CCN4c3ccc(C(=O)N4CCN(C)CC4)cc3)cn2)cc1. The product is CN1CCN(C(=O)c2ccc(N3CCc4c(-c5cnc(N)nc5)nc(N5CCOCC5)nc43)cc2)CC1. Reaction SMILES: [CH3:1][O:2][c:3]1[cH:4][cH:5][c:6]([CH2:7][N:8]([CH2:9][c:10]2[cH:11][cH:12][c:13]([O:14][CH3:15])[cH:16][cH:17]2)[c:18]2[n:19][cH:20][c:21](-[c:22]3[c:23]4[c:36]([n:37][c:38]([N:39]5[CH2:40][CH2:41][O:42][CH2:43][CH2:44]5)[n:45]3)[N:26]([c:27]3[cH:28][cH:29][c:30]([C:31]([OH:32])=[O:33])[cH:34][cH:35]3)[CH2:25][CH2:24]4)[cH:46][n:47]2)[cH:48][cH:49]1.[CH3:50][N:51]1[CH2:52][CH2:53][NH:54][CH2:55][CH2:56]1.[CH3:57][O:58][c:59]1[cH:60][cH:61][c:62]([CH2:63][N:64]([c:65]2[n:66][cH:67][c:68](-[c:71]3[c:72]4[c:73]([n:74][c:75]([N:77]5[CH2:78][CH2:79][O:80][CH2:81][CH2:82]5)[n:76]3)[N:83]([c:86]3[cH:87][cH:88][c:89]([C:92](=[O:93])[N:94]5[CH2:95][CH2:96][N:97]([CH3:100])[CH2:98][CH2:99]5)[cH:90][cH:91]3)[CH2:84][CH2:85]4)[cH:69][n:70]2)[CH2:101][c:102]2[cH:103][cH:104][c:105]([O:106][CH3:107])[cH:108][cH:109]2)[cH:110][cH:111]1>>[NH2:64][c:65]1[n:66][cH:67][c:68](-[c:71]2[c:72]3[c:73]([n:74][c:75]([N:77]4[CH2:78][CH2:79][O:80][CH2:81][CH2:82]4)[n:76]2)[N:83]([c:86]2[cH:87][cH:88][c:89]([C:92](=[O:93])[N:94]4[CH2:95][CH2:96][N:97]([CH3:100])[CH2:98][CH2:99]4)[cH:90][cH:91]2)[CH2:84][CH2:85]3)[cH:69][n:70]1. Starting materials: sodium alcoholate, CN1C(CC(CC1(C)C)O)(C)C (1,2,2,6,6-pentamethyl-piperidin-4-ol), [Na] (sodium), CN1C(CC(CC1(C)C)O)(C)C (1,2,2,6,6-pentamethyl-piperidin-4-ol), ClCC(=O)N(CCCCCCN(C1CC(NC(C1)(C)C)(C)C)C(CCl)=O)C1CC(NC(C1)(C)C)(C)C (N,N'-bis-(2-chloroacetyl)-N,N'-bis-(2,2,6,6-tetramethyl-piperidin-4-yl)-1,6-diaminohexane). Solvent: C=1(C(=CC=CC1)C)C (xylene), C=1(C(=CC=CC1)C)C (xylene). Yields the product CN1C(CC(CC1(C)C)OCC(=O)N(CCCCCCN(C1CC(NC(C1)(C)C)(C)C)C(COC1CC(N(C(C1)(C)C)C)(C)C)=O)C1CC(NC(C1)(C)C)(C)C)(C)C (N,N'-bis-[2-(1,2,2,6,6-pentamethyl-piperidin-4-yloxy)-acetyl]-N,N'-bis-(2,2,6,6-tetramethyl-piperidin-4-yl)-1,6-diaminohexane). RXN SMILES: Cl[CH2:2][C:3]([N:5]([CH:27]1[CH2:32][C:31]([CH3:34])([CH3:33])[NH:30][C:29]([CH3:36])([CH3:35])[CH2:28]1)[CH2:6][CH2:7][CH2:8][CH2:9][CH2:10][CH2:11][N:12]([C:23](=[O:26])[CH2:24]Cl)[CH:13]1[CH2:18][C:17]([CH3:20])([CH3:19])[NH:16][C:15]([CH3:22])([CH3:21])[CH2:14]1)=[O:4].[CH3:37][N:38]1[C:43]([CH3:45])([CH3:44])[CH2:42][CH:41]([OH:46])[CH2:40][C:39]1([CH3:48])[CH3:47].[Na]>C1(C)C(C)=CC=CC=1>[CH3:37][N:38]1[C:43]([CH3:44])([CH3:45])[CH2:42][CH:41]([O:46][CH2:2][C:3]([N:5]([CH:27]2[CH2:32][C:31]([CH3:34])([CH3:33])[NH:30][C:29]([CH3:36])([CH3:35])[CH2:28]2)[CH2:6][CH2:7][CH2:8][CH2:9][CH2:10][CH2:11][N:12]([C:23](=[O:26])[CH2:24][O:46][CH:41]2[CH2:40][C:39]([CH3:47])([CH3:48])[N:38]([CH3:37])[C:43]([CH3:45])([CH3:44])[CH2:42]2)[CH:13]2[CH2:18][C:17]([CH3:20])([CH3:19])[NH:16][C:15]([CH3:22])([CH3:21])[CH2:14]2)=[O:4])[CH2:40][C:39]1([CH3:48])[CH3:47] |^1:48|. Reported procedure: 38.29 g (0.07 mol) of N,N'-bis-(2-chloroacetyl)-N,N'-bis-(2,2,6,6-tetramethyl-piperidin-4-yl)-1,6-diaminohexane are dissolved in 100 ml of anhydrous xylene. The solution thus obtained is cooled to 0°-10° C.; the solution of 29.72 g (0.154 mol) of the sodium alcoholate of 1,2,2,6,6-pentamethyl-piperidin-4-ol in 120 ml of xylene (obtained beforehand by reacting 3.54 g (0.154 mol) of sodium with 26.38 g (0.154 mol) of 1,2,2,6,6-pentamethyl-piperidin-4-ol in 120 ml of anhydrous xylene) is then added... Reactants: ( 600W ), S(=O)(=O)(O)C=1C=C(C(=O)O)C=CC1 (3-sulfo-benzoic acid), C([O-])([O-])=O.[K+].[K+] (potassium carbonate), C(C(C)C)I (iso-butyl iodide). Run in CC(=O)N(C)C (dimethylacetamide). Product: CC(CS(=O)(=O)C=1C=C(C(=O)O)C=CC1)C (3-(2-Methyl-propane-1-sulfonyl)-benzoic acid). Reaction SMILES: [S:1]([C:5]1[CH:6]=[C:7]([CH:11]=[CH:12][CH:13]=1)[C:8]([OH:10])=[O:9])([OH:4])(=[O:3])=O.C(=O)([O-])[O-].[K+].[K+].[CH2:20](I)[CH:21]([CH3:23])[CH3:22]>CC(N(C)C)=O>[CH3:20][CH:21]([CH3:23])[CH2:22][S:1]([C:5]1[CH:6]=[C:7]([CH:11]=[CH:12][CH:13]=1)[C:8]([OH:10])=[O:9])(=[O:3])=[O:4] |f:1.2.3|. Reported procedure: To a suspension of 3-sulfo-benzoic acid (1 g) and potassium carbonate (1.2 g) in dimethylacetamide (10 ml) was added iso-butyl iodide (0.65 ml). The mixture was heated by microwaves (600W) at 150° C. for 15 minutes. The reaction mixture was partitioned between water (100 ml) and ethyl acetate (100 ml), the aqueous layer was separated, acidified to pH 1 with HCl (2N) and extracted with ethyl acetate (100 ml). The extract was evaporated to leave a residue which was purified by flash chromatography... The reactants are C(=O)([O-])[O-].[K+].[K+] (K2CO3), C(C)(=O)OCC=1N(C(C=C(C1)O)=O)C1=CC(=CC=C1)C(=O)N ({1-[3-(aminocarbonyl)phenyl]-4-hydroxy-6-oxo-1,6-dihydropyridin-2-yl}methyl acetate), FC1=C(CBr)C=CC(=C1)F (2,4-difluorobenzyl bromide). Solvent: CN(C=O)C (N,N-dimethylformamide). Reaction conditions: time 48 hour. The product is C(C)(=O)OCC=1N(C(C=C(C1)OCC1=C(C=C(C=C1)F)F)=O)C1=CC(=CC=C1)C(=O)N ({1-[3-(aminocarbonyl)phenyl]-4-[(2,4-difluorobenzyl)oxy]-6-oxo-1,6-dihydropyridin-2-yl}methyl acetate). Isolated yield 32.1%. As a reaction SMILES: [C:1]([O:4][CH2:5][C:6]1[N:7]([C:14]2[CH:19]=[CH:18][CH:17]=[C:16]([C:20]([NH2:22])=[O:21])[CH:15]=2)[C:8](=[O:13])[CH:9]=[C:10]([OH:12])[CH:11]=1)(=[O:3])[CH3:2].C([O-])([O-])=O.[K+].[K+].[F:29][C:30]1[CH:37]=[C:36]([F:38])[CH:35]=[CH:34][C:31]=1[CH2:32]Br>CN(C)C=O>[C:1]([O:4][CH2:5][C:6]1[N:7]([C:14]2[CH:19]=[CH:18][CH:17]=[C:16]([C:20]([NH2:22])=[O:21])[CH:15]=2)[C:8](=[O:13])[CH:9]=[C:10]([O:12][CH2:32][C:31]2[CH:34]=[CH:35][C:36]([F:38])=[CH:37][C:30]=2[F:29])[CH:11]=1)(=[O:3])[CH3:2] |f:1.2.3|. Reported procedure: {1-[3-(aminocarbonyl)phenyl]-4-hydroxy-6-oxo-1,6-dihydropyridin-2-yl}methyl acetate (crude from step 1) (3.61 g, 11.94 mmol) was dissolved in N,N-dimethylformamide (40 mL). K2CO3 (3.80 g, 27.46 mmol) was added followed by 2,4-difluorobenzyl bromide (5.44 g, 26.27 mmol). The reaction mixture was stirred for 48 hours at room temperature. The reaction mixture was then partially concentrated and the residue taken up in dichloromethane/tetrahydrofuran 1:1 and filtered. The filtrate was collected, con... Reaction SMILES: [CH2:23]([O:24][C:26]([CH3:27])=[NH:28])[CH3:25].[CH3:29][CH2:30][OH:31].[NH2:1][CH2:2][CH:3]1[c:4]2[cH:5][cH:6][c:7]([NH:13][S:14](=[O:15])(=[O:16])[c:17]3[cH:18][cH:19][cH:20][cH:21][cH:22]3)[cH:8][c:9]2[CH2:10][CH2:11][CH2:12]1>>[NH:1]([CH2:2][CH:3]1[c:4]2[cH:5][cH:6][c:7]([NH:13][S:14](=[O:15])(=[O:16])[c:17]3[cH:18][cH:19][cH:20][cH:21][cH:22]3)[cH:8][c:9]2[CH2:10][CH2:11][CH2:12]1)[C:26]([CH3:27])=[NH:28]. Reactants: CCOC(C)=N, CCO, NCC1CCCc2cc(NS(=O)(=O)c3ccccc3)ccc21. Yields the product CC(=N)NCC1CCCc2cc(NS(=O)(=O)c3ccccc3)ccc21. The reactants are C(=S)(N1C(C=CC=C1)=O)N1C(C=CC=C1)=O (1,1′-thiocarbonyldi-2(1H)-pyridone), FC=1C=C(C=CC1C1CCS(CC1)(=O)=O)N1C(O[C@H](C1)CN)=O ((S)-(−)-3-[3-fluoro-4-(tetrahydro-1,1-dioxido-2H-thiopyran-4-yl)phenyl]-5-aminomethyl-2-oxazolidinone). Solvent: C(Cl)Cl (methylene chloride), C(Cl)Cl (methylene chloride), C(Cl)Cl (methylene chloride). Reaction conditions: temperature 0 celsius, time 30 minute. The product is FC=1C=C(C=CC1C1CCS(CC1)(=O)=O)N1C(O[C@@H](C1)CN=C=S)=O ((S)-3-[3-fluoro-4-(tetrahydro-1,1-dioxido-2H-thiopyran-4-yl)phenyl]-5-isothiocyanatomethyl-2-oxazolidinone). RXN SMILES: [C:1](N1C=CC=CC1=O)(N1C=CC=CC1=O)=[S:2].[F:17][C:18]1[CH:19]=[C:20]([N:32]2[CH2:36][C@H:35]([CH2:37][NH2:38])[O:34][C:33]2=[O:39])[CH:21]=[CH:22][C:23]=1[CH:24]1[CH2:29][CH2:28][S:27](=[O:31])(=[O:30])[CH2:26][CH2:25]1>C(Cl)Cl>[F:17][C:18]1[CH:19]=[C:20]([N:32]2[CH2:36][C@@H:35]([CH2:37][N:38]=[C:1]=[S:2])[O:34][C:33]2=[O:39])[CH:21]=[CH:22][C:23]=1[CH:24]1[CH2:25][CH2:26][S:27](=[O:30])(=[O:31])[CH2:28][CH2:29]1. Reported procedure: A solution of 1,1′-thiocarbonyldi-2(1H)-pyridone (304 mg, 1.31 mmol) in anhydrous methylene chloride (13 mL) at 0° C. under a nitrogen atmosphere was treated with a solution of (S)-(−)-3-[3-fluoro-4-(tetrahydro-1,1-dioxido-2H-thiopyran-4-yl)phenyl]-5-aminomethyl-2-oxazolidinone, as prepared in Example 11, Step 1, (375 mg, 1.09 mmol) in anhydrous methylene chloride (88 mL) over 30 minutes. The resulting mixture was stirred at 0° C. for 30 minutes and at ambient temperature for 30 minutes and was ... Starting materials: COc1cc(C(=O)Cl)cc(OC)c1Br, ClCCl, CCOCC, CCN(C(C)C)C(C)C, CC(C)(N)CO, [Na+], [OH-], O, O=S(Cl)Cl. Yields the product COc1cc(C2=NC(C)(C)CO2)cc(OC)c1Br. Reaction SMILES: [Br:16][c:17]1[c:18]([O:28][CH3:29])[cH:19][c:20]([C:21]([Cl:22])=[O:23])[cH:24][c:25]1[O:26][CH3:27].[CH2:36]([Cl:37])[Cl:38].[CH3:39][CH2:40][O:41][CH2:42][CH3:43].[CH:7]([N:8]([CH2:9][CH3:10])[CH:11]([CH3:12])[CH3:13])([CH3:14])[CH3:15].[NH2:1][C:2]([CH2:3][OH:4])([CH3:5])[CH3:6].[Na+:35].[OH-:34].[OH2:44].[S:30]([Cl:31])([Cl:32])=[O:33]>>[N:1]1=[C:21]([c:20]2[cH:19][c:18]([O:28][CH3:29])[c:17]([Br:16])[c:25]([O:26][CH3:27])[cH:24]2)[O:4][CH2:3][C:2]1([CH3:5])[CH3:6].